From a dataset of the Open Reaction Database (ORD), a public repository of structured organic reaction records. describe an organic reaction: reactants, conditions, products, and yield Reactants: C(=O)(Cl)Cl (phosgene), CS(=O)C1=NN=C(S1)N (5-methylsulfinyl-2-amino-1,3,4-thiadiazole). The solvent is C(C)(=O)OCC (ethyl acetate), C(C)(=O)OCC (ethyl acetate). Conditions: time 16 hour. Yields the product CS(=O)C1=NN=C(S1)N=C=O (5-methylsulfinyl-1,3,4-thiadiazol-2-yl isocyanate). As a reaction SMILES: [C:1](Cl)(Cl)=[O:2].[CH3:5][S:6]([C:8]1[S:12][C:11]([NH2:13])=[N:10][N:9]=1)=[O:7]>C(OCC)(=O)C>[CH3:5][S:6]([C:8]1[S:12][C:11]([N:13]=[C:1]=[O:2])=[N:10][N:9]=1)=[O:7]. Procedure details: A saturated solution of phosgene in ethyl acetate (100 ml) is charged into a glass reaction vessel equipped with a mechanical stirrer. A slurry of 5-methylsulfinyl-2-amino-1,3,4-thiadiazole (50 grams) in ethyl acetate (300 ml) is added to the reaction vessel, and the resulting mixture is stirred for a period of about 16 hours, resulting in the formation of a precipitate. The reaction mixture is then purged with nitrogen gas to remove unreacted phosgene. The purged mixture is then filtered to rec... Reactants: CC(C)OC=1C=C(C=C2C=C(NC12)C=1SC(CN1)CC(=O)O)OC1=NC=C(C=C1)S(=O)(=O)C ({2-[7-(1-methylethoxy)-5-{[5-(methylsulfonyl)pyridin-2-yl]oxy}-1H-indol-2-yl]-4,5-dihydro-1,3-thiazol-5-yl}acetic acid), Cl.C(C)N=C=NCCCN(C)C (1-ethyl-3-(3-dimethylaminopropyl)carbodiimide hydrochloride), ON1N=NC2=C1C=CC=C2 (1-hydroxybenzotriazole), Cl.CN (methylamine hydrochloride). Run in O (Water), CN(C=O)C (N,N-dimethylformamide), C(C)N(CC)CC (triethylamine). Reaction conditions: time 15 hour. The product is CNC(CC1CN=C(S1)C=1NC2=C(C=C(C=C2C1)OC1=NC=C(C=C1)S(=O)(=O)C)OC(C)C)=O (N-Methyl-2-{2-[7-(1-methylethoxy)-5-{[5-(methylsulfonyl)pyridin-2-yl]oxy}-1H-indol-2-yl]-4,5-dihydro-1,3-thiazol-5-yl}acetamide). Isolated yield 58.4%. Reaction SMILES: [CH3:1][CH:2]([O:4][C:5]1[CH:6]=[C:7]([O:23][C:24]2[CH:29]=[CH:28][C:27]([S:30]([CH3:33])(=[O:32])=[O:31])=[CH:26][N:25]=2)[CH:8]=[C:9]2[C:13]=1[NH:12][C:11]([C:14]1[S:15][CH:16]([CH2:19][C:20]([OH:22])=O)[CH2:17][N:18]=1)=[CH:10]2)[CH3:3].Cl.[CH2:35]([N:37]=C=NCCCN(C)C)C.ON1C2C=CC=CC=2N=N1.Cl.CN>O.CN(C)C=O.C(N(CC)CC)C>[CH3:35][NH:37][C:20](=[O:22])[CH2:19][CH:16]1[S:15][C:14]([C:11]2[NH:12][C:13]3[C:9]([CH:10]=2)=[CH:8][C:7]([O:23][C:24]2[CH:29]=[CH:28][C:27]([S:30]([CH3:33])(=[O:31])=[O:32])=[CH:26][N:25]=2)=[CH:6][C:5]=3[O:4][CH:2]([CH3:3])[CH3:1])=[N:18][CH2:17]1 |f:1.2,4.5|. Procedure: A mixture of {2-[7-(1-methylethoxy)-5-{[5-(methylsulfonyl)pyridin-2-yl]oxy}-1H-indol-2-yl]-4,5-dihydro-1,3-thiazol-5-yl}acetic acid (200 mg), 1-ethyl-3-(3-dimethylaminopropyl)carbodiimide hydrochloride (120 mg), 1-hydroxybenzotriazole (80 mg), methylamine hydrochloride (60 mg), triethylamine (70 mg) and N,N-dimethylformamide (3 mL) was stirred at room temperature for 15 h. Water was added to the mixture and the resultant was extracted with ethyl acetate. The organic layer was washed successively... Reactants: FC=1C=C(C=C(C1)F)C1=C(C(C2=CC(=CC=C12)O)=O)C=1C=NC=CC1 (3-(3,5-Difluorophenyl)-6-hydroxy-2-(pyridin-3-yl)-1H-inden-1-one), BrC=1C(C2=CC(=CC=C2C1C1=CC=CC=C1)O)=O (2-bromo-6-hydroxy-3-phenyl-1H-inden-1-one), N1=C(C=CC=C1)CCO (2-(pyridin-2-yl)ethanol). Conditions: time 7 day. Product: FC=1C=C(C=C(C1)F)C1=C(C(C2=CC(=CC=C12)OCCC1=NC=CC=C1)=O)C=1C=NC=CC1 (3-(3,5-Difluorophenyl)-6-(2-(pyridin-2-yl)ethoxy)-2-(pyridin-3-yl)-1H-inden-1-one). Yield: 45.0%. Reaction SMILES: [F:1][C:2]1[CH:3]=[C:4]([C:9]2[C:17]3[C:12](=[CH:13][C:14]([OH:18])=[CH:15][CH:16]=3)[C:11](=[O:19])[C:10]=2[C:20]2[CH:21]=[N:22][CH:23]=[CH:24][CH:25]=2)[CH:5]=[C:6]([F:8])[CH:7]=1.BrC1C(=O)C2C(C=1C1C=CC=CC=1)=CC=C(O)C=2.[N:44]1[CH:49]=[CH:48][CH:47]=[CH:46][C:45]=1[CH2:50][CH2:51]O>>[F:8][C:6]1[CH:5]=[C:4]([C:9]2[C:17]3[C:12](=[CH:13][C:14]([O:18][CH2:51][CH2:50][C:45]4[CH:46]=[CH:47][CH:48]=[CH:49][N:44]=4)=[CH:15][CH:16]=3)[C:11](=[O:19])[C:10]=2[C:20]2[CH:21]=[N:22][CH:23]=[CH:24][CH:25]=2)[CH:3]=[C:2]([F:1])[CH:7]=1. Procedure details: The procedure of Step 6 of Example 1 was repeated except for using 3-(3,5-difluorophenyl)-6-hydroxy-2-(pyridin-3-yl)-1H-inden-1-one obtained in Step 1 of Example 61 as a starting material instead of 2-bromo-6-hydroxy-3-phenyl-1H-inden-1-one, 2-(pyridin-2-yl)ethanol instead of 4-(2-hydroxyethyl)morpholine, being stirred for 7 d, and being purified by silica gel column chromatography (CH2Cl2/EtOAc=1:4) to obtain the title compound (45%). The reactants are CO, COc1cc([N+](=O)[O-])ccc1OCC1(O)CC(F)(F)C1. The product is COc1cc(N)ccc1OCC1(O)CC(F)(F)C1. RXN SMILES: [CH3:21][OH:22].[F:1][C:2]1([F:20])[CH2:3][C:4]([OH:6])([CH2:7][O:8][c:9]2[c:10]([O:18][CH3:19])[cH:11][c:12]([N+:15]([O-:16])=[O:17])[cH:13][cH:14]2)[CH2:5]1>>[F:1][C:2]1([F:20])[CH2:3][C:4]([OH:6])([CH2:7][O:8][c:9]2[c:10]([O:18][CH3:19])[cH:11][c:12]([NH2:15])[cH:13][cH:14]2)[CH2:5]1. The reactants are CC1C(=O)N(CCCN2CCC3(CC3)C(O)C2)CCN1C(=O)OCc1ccccc1, CO, [Pd]. The product is CC1NCCN(CCCN2CCC3(CC3)C(O)C2)C1=O. As a reaction SMILES: [CH2:1]([O:2][C:3](=[O:4])[N:11]1[CH:12]([CH3:30])[C:13](=[O:29])[N:14]([CH2:17][CH2:18][CH2:19][N:20]2[CH2:21][CH:22]([OH:28])[C:23]3([CH2:24][CH2:25]3)[CH2:26][CH2:27]2)[CH2:15][CH2:16]1)[c:5]1[cH:6][cH:7][cH:8][cH:9][cH:10]1.[CH3:31][OH:32].[Pd:33]>>[NH:11]1[CH:12]([CH3:30])[C:13](=[O:29])[N:14]([CH2:17][CH2:18][CH2:19][N:20]2[CH2:21][CH:22]([OH:28])[C:23]3([CH2:24][CH2:25]3)[CH2:26][CH2:27]2)[CH2:15][CH2:16]1. Reactants: NC=1C=C(C=CC1C1CCCCC1)N1C(OC(C1)COC)=O ((RS)-3-(3-amino-4-cyclohexyl-phenyl)-5-methoxymethyl-oxazolidin-2-one), N(=O)[O-].[Na+] (sodium nitrite), [I-].[K+] (potassium iodide), Cl (hydrochloric acid), ice. Run in O (water), O (water), O (water). Conditions: time 8 hour. The product is C1(CCCCC1)C1=C(C=C(C=C1)N1C(OC(C1)COC)=O)I ((RS)-3-(4-Cyclohexyl-3-iodo-phenyl)-5-methoxymethyl-oxazolidin-2-one). The yield is 40.1%. Reaction SMILES: N[C:2]1[CH:3]=[C:4]([N:14]2[CH2:18][CH:17]([CH2:19][O:20][CH3:21])[O:16][C:15]2=[O:22])[CH:5]=[CH:6][C:7]=1[CH:8]1[CH2:13][CH2:12][CH2:11][CH2:10][CH2:9]1.Cl.N([O-])=O.[Na+].[I-:28].[K+]>O>[CH:8]1([C:7]2[CH:6]=[CH:5][C:4]([N:14]3[CH2:18][CH:17]([CH2:19][O:20][CH3:21])[O:16][C:15]3=[O:22])=[CH:3][C:2]=2[I:28])[CH2:13][CH2:12][CH2:11][CH2:10][CH2:9]1 |f:2.3,4.5|. Reported procedure: 180 mg (0.6 mmol) of (RS)-3-(3-amino-4-cyclohexyl-phenyl)-5-methoxymethyl-oxazolidin-2-one (from the mother liquor of the foregoing reaction) were suspended in a mixture of 0.32 ml of water, 0.32 g of 37 percent hydrochloric acid and 0.64 g of ice and treated with a solution of 41.4 mg (0.6 mmol) of sodium nitrite in 0.3 ml of water at 0°-5°. After stirring at this temperature for 30 minutes a solution of 0.1 g (0.6 mmol) of potassium iodide in 0.3 ml of water was added. The mixture was stirred ... Starting materials: O (Water), [Si](C1=CC=CC=C1)(C1=CC=CC=C1)(C(C)(C)C)OC[C@@]12O[C@H]([C@@H](OC1)[C@H]2OCC2=CC=CC1=CC=CC=C21)N2C(=O)NC(=O)C=C2 ((1S,3R,4S,7R)-1-(t-butyldiphenylsilyloxymethyl)-7-napthylmethyloxy-3-(uracil-1-yl)-2,5-dioxabicyclo[2.2.1]heptane), C(#N)C1=C(C(=O)C(=C(C1=O)Cl)Cl)C#N (DDQ). The solvent is C(Cl)Cl (CH2Cl2), ClCCl (dichloromethane). Yields the product [Si](C1=CC=CC=C1)(C1=CC=CC=C1)(C(C)(C)C)OC[C@@]12O[C@H]([C@@H](OC1)[C@H]2O)N2C(=O)NC(=O)C=C2 ((1S,3R,4S,7R)-1-(t-butyldiphenylsilyloxymethyl)-7-hydroxy-3-(uracil-1-yl)-2,5-dioxabicyclo[2.2.1]heptane). The yield is 96.0%. RXN SMILES: O.[Si:2]([O:19][CH2:20][C@:21]12[C@H:27]([O:28]CC3C4C(=CC=CC=4)C=CC=3)[C@H:24]([O:25][CH2:26]1)[C@H:23]([N:40]1[CH:47]=[CH:46][C:44](=[O:45])[NH:43][C:41]1=[O:42])[O:22]2)([C:15]([CH3:18])([CH3:17])[CH3:16])([C:9]1[CH:14]=[CH:13][CH:12]=[CH:11][CH:10]=1)[C:3]1[CH:8]=[CH:7][CH:6]=[CH:5][CH:4]=1.C(C1C(=O)C(Cl)=C(Cl)C(=O)C=1C#N)#N>C(Cl)Cl>[Si:2]([O:19][CH2:20][C@:21]12[C@H:27]([OH:28])[C@H:24]([O:25][CH2:26]1)[C@H:23]([N:40]1[CH:47]=[CH:46][C:44](=[O:45])[NH:43][C:41]1=[O:42])[O:22]2)([C:15]([CH3:17])([CH3:16])[CH3:18])([C:9]1[CH:14]=[CH:13][CH:12]=[CH:11][CH:10]=1)[C:3]1[CH:8]=[CH:7][CH:6]=[CH:5][CH:4]=1. Procedure details: Water (23 mL) was added to Compound 109 (11.8 g) dissolved in CH2Cl2 (120 mL) and the biphasic solution was stirred at room temperature. To this stirring solution was added DDQ (9.2 g) and the reaction mixture was stirred for 7 h at which point the reaction was complete. The reaction mixture was diluted with dichloromethane (500 mL) and it washed with 2% aqueous sodium bisulfite solution. The organic layer was separated and the aqueous layer was extracted several times with dichloromethane. The ... RXN SMILES: [C:1](=[O:2])([OH:3])[CH:4]=[CH:5][CH2:6][CH2:7][CH2:8][CH2:9][CH2:10][n:11]1[c:12](-[n:21]2[cH:22][n:23][cH:24][cH:25]2)[c:13]([CH3:20])[c:14]2[cH:15][cH:16][cH:17][cH:18][c:19]12.[CH3:28][CH2:29][OH:30].[H:26][H:27]>>[C:1](=[O:2])([OH:3])[CH2:4][CH2:5][CH2:6][CH2:7][CH2:8][CH2:9][CH2:10][n:11]1[c:12](-[n:21]2[cH:22][n:23][cH:24][cH:25]2)[c:13]([CH3:20])[c:14]2[cH:15][cH:16][cH:17][cH:18][c:19]12. Reactants: Cc1c(-n2ccnc2)n(CCCCCC=CC(=O)O)c2ccccc12, CCO, [H][H]. The product is Cc1c(-n2ccnc2)n(CCCCCCCC(=O)O)c2ccccc12. Reactants: C(C)(C)(C)OC(=O)N1CCN(CCC1)C1=NC2=C(N1C=C)C=CC=C2 (4-(1-vinyl-1H-benzoimidazol-2-yl)-[1,4]diazepane-1-carboxylic acid tert-butyl ester), I (hydroiodic acid), I (hydroiodic acid). Solvent: CO (methanol). Conditions: time 2 hour. Product: I.I.N1(CCNCCC1)C1=NC2=C(N1C=C)C=CC=C2 (2-[1,4]diazepan-1-yl-1-vinyl-1H-benzoimidazole dihydroiodide). The yield is 95.4%. RXN SMILES: C(OC([N:8]1[CH2:14][CH2:13][CH2:12][N:11]([C:15]2[N:19]([CH:20]=[CH2:21])[C:18]3[CH:22]=[CH:23][CH:24]=[CH:25][C:17]=3[N:16]=2)[CH2:10][CH2:9]1)=O)(C)(C)C.[IH:26]>CO>[IH:26].[IH:26].[N:11]1([C:15]2[N:19]([CH:20]=[CH2:21])[C:18]3[CH:22]=[CH:23][CH:24]=[CH:25][C:17]=3[N:16]=2)[CH2:12][CH2:13][CH2:14][NH:8][CH2:9][CH2:10]1 |f:3.4.5|. Procedure: Treat a stirred solution of 4-(1-vinyl-1H-benzoimidazol-2-yl)-[1,4]diazepane-1-carboxylic acid tert-butyl ester (0.97 g, 2.8 mmol) and methanol (20 mL) at 0° C. with 57% hydroiodic acid (467 microliters, 6.21 mmol) solution. Stir at room temperatue for two hours, add 57% hydroiodic acid (934 microliters) and reflux for 30 minutes. Cool to room temperature, concentrate in vacuo to approximately 5 mL final volume, and add ether (total of 200 mL) to afford a tacky solid. Stir the suspension overnig...